From a dataset of the Open Reaction Database (ORD), a public repository of structured organic reaction records. describe an organic reaction: reactants, conditions, products, and yield Reactants: C(=C)[C@@H]1CC[C@H](CC1)[C@@H]1CC[C@H](CC1)CO (trans-4-(trans-4-vinylcyclohexyl)cyclohexylmethanol), N1=CC=CC=C1 (pyridine), Cl (hydrochloric acid), CS(=O)(=O)Cl (methanesulfonyl chloride). The reagents and catalysts are CN(C1=CC=NC=C1)C (4-dimethylaminopyridine). The solvent is ClCCl (dichloromethane), ClCCl (dichloromethane). Reaction conditions: time 6 hour. Product: CS(=O)(=O)OC[C@@H]1CC[C@H](CC1)[C@@H]1CC[C@H](CC1)C=C (trans-4-(trans-4-vinylcyclohexyl)cyclohexylmethyl methanesulfonate). Reaction SMILES: [CH:1]([C@H:3]1[CH2:8][CH2:7][C@H:6]([C@H:9]2[CH2:14][CH2:13][C@H:12]([CH2:15][OH:16])[CH2:11][CH2:10]2)[CH2:5][CH2:4]1)=[CH2:2].N1C=CC=CC=1.[CH3:23][S:24](Cl)(=[O:26])=[O:25].Cl>CN(C)C1C=CN=CC=1.ClCCl>[CH3:23][S:24]([O:16][CH2:15][C@H:12]1[CH2:13][CH2:14][C@H:9]([C@H:6]2[CH2:7][CH2:8][C@H:3]([CH:1]=[CH2:2])[CH2:4][CH2:5]2)[CH2:10][CH2:11]1)(=[O:26])=[O:25]. Procedure details: 15.1 g of trans-4-(trans-4-vinylcyclohexyl)cyclohexylmethanol, 8.2 mL of pyridine, and 0.41 g of 4-dimethylaminopyridine were dissolved in 50 mL of dichloromethane. A dichloromethane (6 mL) solution containing 6.3 mL of methanesulfonyl chloride was added dropwise to the above solution on ice for 30 minutes. The solution was heated to room temperature, then stirred for 6 hours, and was left over night. The reaction solution was poured into 10% hydrochloric acid, and the organic layer was fraction... Reactants: CS(C)=O, FC(F)(F)c1ccc(Cl)nc1, Cl, [K+], [OH-], Oc1ccc(O)cc1. Product: Oc1ccc(Oc2ccc(C(F)(F)F)cn2)cc1. Reaction SMILES: [CH3:23][S:24](=[O:25])[CH3:26].[Cl:9][c:10]1[n:11][cH:12][c:13]([C:16]([F:17])([F:18])[F:19])[cH:14][cH:15]1.[ClH:22].[K+:21].[OH-:20].[OH:1][c:2]1[cH:3][cH:4][c:5]([OH:6])[cH:7][cH:8]1>>[OH:1][c:2]1[cH:3][cH:4][c:5]([O:6][c:10]2[n:11][cH:12][c:13]([C:16]([F:17])([F:18])[F:19])[cH:14][cH:15]2)[cH:7][cH:8]1. Reactants: Cl (hydrochloric acid), C1(=CC=CC=C1)N(C(OCC1(C(C2=C(CCC1)C(=CC=C2)O[Si](C2=CC=CC=C2)(C2=CC=CC=C2)C(C)(C)C)O)O)=O)C2=CC=CC=C2 ([(5SR,6SR)-1-(tert-butyldiphenylsilyloxy)-5,6-dihydroxy-6,7,8,9-tetrahydro-5H-benzocyclohepten-6-yl]methyl N,N-diphenylcarbamate), C1(=CC=CC=C1)N(C(OCC1(CC2=C(CCC1O)C(=CC=C2)O[Si](C2=CC=CC=C2)(C2=CC=CC=C2)C(C)(C)C)O)=O)C2=CC=CC=C2 ([(6RS,7RS)-1-(tert-butyldiphenylsilyloxy)-6,7-dihydroxy-6,7,8,9-tetrahydro-5H-benzocyclohepten-6-yl]methyl N,N-diphenylcarbamate), [F-].C(CCC)[N+](CCCC)(CCCC)CCCC (tetrabutylammonium fluoride). The solvent is C1CCOC1 (THF). Reaction conditions: time 1 hour. Product: C1(=CC=CC=C1)N(C(OCC1(C(C2=C(CCC1)C(=CC=C2)O)O)O)=O)C2=CC=CC=C2 ([(5SR,6SR)-1,5,6-trihydroxy-6,7,8,9-tetrahydro-5H-benzocyclohepten-6-yl]methyl N,N-diphenylcarbamate). As a reaction SMILES: [C:1]1([N:7]([C:43]2[CH:48]=[CH:47][CH:46]=[CH:45][CH:44]=2)[C:8](=[O:42])[O:9][CH2:10][C:11]2([OH:41])[CH2:17][CH2:16][CH2:15][C:14]3[C:18]([O:22][Si](C(C)(C)C)(C4C=CC=CC=4)C4C=CC=CC=4)=[CH:19][CH:20]=[CH:21][C:13]=3[CH:12]2[OH:40])[CH:6]=[CH:5][CH:4]=[CH:3][CH:2]=1.C1(N(C2C=CC=CC=2)C(=O)OCC2(O)C(O)CCC3C(O[Si](C(C)(C)C)(C4C=CC=CC=4)C4C=CC=CC=4)=CC=CC=3C2)C=CC=CC=1.[F-].C([N+](CCCC)(CCCC)CCCC)CCC.Cl>C1COCC1>[C:43]1([N:7]([C:1]2[CH:6]=[CH:5][CH:4]=[CH:3][CH:2]=2)[C:8](=[O:42])[O:9][CH2:10][C:11]2([OH:41])[CH2:17][CH2:16][CH2:15][C:14]3[C:18]([OH:22])=[CH:19][CH:20]=[CH:21][C:13]=3[CH:12]2[OH:40])[CH:48]=[CH:47][CH:46]=[CH:45][CH:44]=1 |f:2.3|. Reported procedure: To a solution of a mixture of [(5SR,6SR)-1-(tert-butyldiphenylsilyloxy)-5,6-dihydroxy-6,7,8,9-tetrahydro-5H-benzocyclohepten-6-yl]methyl N,N-diphenylcarbamate and [(6RS,7RS)-1-(tert-butyldiphenylsilyloxy)-6,7-dihydroxy-6,7,8,9-tetrahydro-5H-benzocyclohepten-6-yl]methyl N,N-diphenylcarbamate (1.04 g) in THF (10 ml) was added tetrabutylammonium fluoride (1M THF solution, 2.38 ml) at 5° C. The mixture was stirred at room temperature for 1 hour. After addition of 1N-hydrochloric acid (3 ml) under ic...